From a dataset of the Open Reaction Database (ORD), a public repository of structured organic reaction records. describe an organic reaction: reactants, conditions, products, and yield The reactants are O=C([O-])[O-], CN(C)C=O, ClCn1cncn1, Cl, N#CC(C#N)CCC(F)(F)F, [K+], [K+], O. Yields the product N#CC(C#N)(CCC(F)(F)F)Cn1cncn1. RXN SMILES: [C:20](=[O:21])([O-:22])[O-:23].[CH3:27][N:28]([CH3:29])[CH:30]=[O:31].[Cl:2][CH2:3][n:4]1[n:5][cH:6][n:7][cH:8]1.[ClH:1].[F:9][C:10]([CH2:11][CH2:12][CH:13]([C:14]#[N:15])[C:16]#[N:17])([F:18])[F:19].[K+:24].[K+:25].[OH2:26]>>[CH2:3]([n:4]1[n:5][cH:6][n:7][cH:8]1)[C:13]([CH2:12][CH2:11][C:10]([F:9])([F:18])[F:19])([C:14]#[N:15])[C:16]#[N:17]. The reactants are O=C1CCC(=O)N1Cl, Nc1ccc(F)cc1[N+](=O)[O-], CN(C)C=O, O. Yields the product Nc1c(Cl)cc(F)cc1[N+](=O)[O-]. RXN SMILES: [Cl:12][N:13]1[C:14](=[O:15])[CH2:16][CH2:17][C:18]1=[O:19].[F:1][c:2]1[cH:3][c:4]([N+:9](=[O:10])[O-:11])[c:5]([NH2:6])[cH:7][cH:8]1.[O:21]=[CH:22][N:23]([CH3:24])[CH3:25].[OH2:20]>>[F:1][c:2]1[cH:3][c:4]([N+:9](=[O:10])[O-:11])[c:5]([NH2:6])[c:7]([Cl:12])[cH:8]1.